The task is: describe an organic reaction: reactants, conditions, products, and yield. This data is from the Open Reaction Database (ORD), a public repository of structured organic reaction records. The reactants are C(C)(C)(C)OC(=O)N[C@H]1CCCCC\C=C/[C@H]2[C@](NC([C@H]3N(C1=O)C[C@@H](C3)OC=3N=C1C=C(C=CC1=C1C=CC=CC31)F)=O)(C2)C(=O)OCC ((2R,6S,13aS,14aR,16aS,Z)-ethyl 6-(tert-butoxycarbonylamino)-2-(3-fluorophenanthridin-6-yloxy)-5,16-dioxo-1,2,3,5,6,7,8,9,10,11,13a,14,14a,15,16,16a-hexadecahydrocyclopropa[e]pyrrolo[1,2-a][1,4]diazacyclopentadecine-14a-carboxylate), Cl (HCl). Solvent: C(Cl)(Cl)Cl (chloroform), C1(=CC=CC=C1)C (toluene). The product is Cl.N[C@H]1CCCCC\C=C/[C@H]2[C@](NC([C@H]3N(C1=O)C[C@@H](C3)OC=3N=C1C=C(C=CC1=C1C=CC=CC31)F)=O)(C2)C(=O)OCC ((2R,6S,13aS,14aR,16aS,Z)-ethyl 6-amino-2-(3-fluorophenanthridin-6-yloxy)-5,16-dioxo-1,2,3,5,6,7,8,9,10,11,13a,14,14a,15,16,16a-hexadecahydrocyclopropa[e]pyrrolo[1,2-a][1,4]diazacyclopentadecine-14a-carboxylate hydrochloride). Isolated yield 93.5%. As a reaction SMILES: C(OC([NH:8][C@@H:9]1[C:23](=[O:24])[N:22]2[CH2:25][C@H:26]([O:28][C:29]3[N:30]=[C:31]4[C:36](=[C:37]5[C:42]=3[CH:41]=[CH:40][CH:39]=[CH:38]5)[CH:35]=[CH:34][C:33]([F:43])=[CH:32]4)[CH2:27][C@H:21]2[C:20](=[O:44])[NH:19][C@:18]2([C:46]([O:48][CH2:49][CH3:50])=[O:47])[CH2:45][C@H:17]2[CH:16]=[CH:15][CH2:14][CH2:13][CH2:12][CH2:11][CH2:10]1)=O)(C)(C)C.[ClH:51]>C(Cl)(Cl)Cl.C1(C)C=CC=CC=1>[ClH:51].[NH2:8][C@@H:9]1[C:23](=[O:24])[N:22]2[CH2:25][C@H:26]([O:28][C:29]3[N:30]=[C:31]4[C:36](=[C:37]5[C:42]=3[CH:41]=[CH:40][CH:39]=[CH:38]5)[CH:35]=[CH:34][C:33]([F:43])=[CH:32]4)[CH2:27][C@H:21]2[C:20](=[O:44])[NH:19][C@:18]2([C:46]([O:48][CH2:49][CH3:50])=[O:47])[CH2:45][C@H:17]2[CH:16]=[CH:15][CH2:14][CH2:13][CH2:12][CH2:11][CH2:10]1 |f:4.5|. Procedure details: A solution of (2R,6S,13aS,14aR,16aS,Z)-ethyl 6-(tert-butoxycarbonylamino)-2-(3-fluorophenanthridin-6-yloxy)-5,16-dioxo-1,2,3,5,6,7,8,9,10,11,13a,14,14a,15,16,16a-hexadecahydrocyclopropa[e]pyrrolo[1,2-a][1,4]diazacyclopentadecine-14a-carboxylate (Example 1c, 1.3 g, 1.9 mmol) in 1 N HCl (4.7 ml, 19 mmol) was stirred at room temperature for 2 h. The reaction mixture was diluted with chloroform and toluene and evaporated to provide the title compound (1.11 g, quantitative yield) as a colorless solid... Reactants: CCCc1cc(CCC=O)nn1C(C)(C)C, COc1ccc(N2CCNCC2)cc1, CCN(C(C)C)C(C)C. Product: CCCc1cc(CCCN2CCN(c3ccc(OC)cc3)CC2)nn1C(C)(C)C. Reaction SMILES: [C:1]([CH3:2])([CH3:3])([CH3:4])[n:5]1[n:6][c:7]([CH2:13][CH2:14][CH:15]=[O:16])[cH:8][c:9]1[CH2:10][CH2:11][CH3:12].[CH3:17][O:18][c:19]1[cH:20][cH:21][c:22]([N:25]2[CH2:26][CH2:27][NH:28][CH2:29][CH2:30]2)[cH:23][cH:24]1.[CH:31]([N:32]([CH2:33][CH3:34])[CH:35]([CH3:36])[CH3:37])([CH3:38])[CH3:39]>>[C:1]([CH3:2])([CH3:3])([CH3:4])[n:5]1[n:6][c:7]([CH2:13][CH2:14][CH2:15][N:28]2[CH2:27][CH2:26][N:25]([c:22]3[cH:21][cH:20][c:19]([O:18][CH3:17])[cH:24][cH:23]3)[CH2:30][CH2:29]2)[cH:8][c:9]1[CH2:10][CH2:11][CH3:12].